Dataset: the Open Reaction Database (ORD), a public repository of structured organic reaction records. Task: describe an organic reaction: reactants, conditions, products, and yield Starting materials: N#CC1=C(C#N)C(=O)C(Cl)=C(Cl)C1=O, C1COCCO1, COc1cc(C(O)CN(C)C(=O)C=Cc2cccnc2)ccc1O. The product is COc1cc(C(=O)CN(C)C(=O)C=Cc2cccnc2)ccc1O. Reaction SMILES: [Cl:25][C:26]1=[C:37]([Cl:38])[C:35](=[O:36])[C:32]([C:33]#[N:34])=[C:29]([C:30]#[N:31])[C:27]1=[O:28].[O:39]1[CH2:40][CH2:41][O:42][CH2:43][CH2:44]1.[OH:1][CH:2]([CH2:3][N:4]([C:5]([CH:6]=[CH:7][c:8]1[cH:9][n:10][cH:11][cH:12][cH:13]1)=[O:14])[CH3:15])[c:16]1[cH:17][c:18]([O:23][CH3:24])[c:19]([OH:22])[cH:20][cH:21]1>>[O:1]=[C:2]([CH2:3][N:4]([C:5]([CH:6]=[CH:7][c:8]1[cH:9][n:10][cH:11][cH:12][cH:13]1)=[O:14])[CH3:15])[c:16]1[cH:17][c:18]([O:23][CH3:24])[c:19]([OH:22])[cH:20][cH:21]1.